This data is from the Open Reaction Database (ORD), a public repository of structured organic reaction records. The task is: describe an organic reaction: reactants, conditions, products, and yield Reactants: CC1NCCNCC1 (hexahydro-5-methyl-1H-1,4-diazepine), ClS(=O)(=O)C1=C2C(=CN=CC2=CC=C1)C (5-chlorosulfonyl-4-methylisoquinoline). Product: Cl.Cl.CC1NCCN(CC1)S(=O)(=O)C1=C2C(=CN=CC2=CC=C1)C (Hexahydro-5-methyl-1-[(4-methyl-5-isoquinolinyl)sulfonyl]-1H-1,4-diazepine dihydrochloride). Yield: 77.0%. RXN SMILES: [CH3:1][CH:2]1[CH2:8][CH2:7][NH:6][CH2:5][CH2:4][NH:3]1.[Cl:9][S:10]([C:13]1[CH:22]=[CH:21][CH:20]=[C:19]2[C:14]=1[C:15]([CH3:23])=[CH:16][N:17]=[CH:18]2)(=[O:12])=[O:11]>>[ClH:9].[ClH:9].[CH3:1][CH:2]1[CH2:8][CH2:7][N:6]([S:10]([C:13]2[CH:22]=[CH:21][CH:20]=[C:19]3[C:14]=2[C:15]([CH3:23])=[CH:16][N:17]=[CH:18]3)(=[O:11])=[O:12])[CH2:5][CH2:4][NH:3]1 |f:2.3.4|. Reported procedure: Using 0.29 g of hexahydro-5-methyl-1H-1,4-diazepine synthesized in accordance with U.S. Pat. No. 3,040,029 and 0.48 g of 5-chlorosulfonyl-4-methylisoquinoline, the procedure of Example 1 was otherwise repeated to provide 0.3 g of the objective compound (white crystals). Starting materials: BrC1=CC=C(C=C1)C(C)O (1-(4-bromophenyl)ethanol), ClC1=NC=CC=C1 (2-chloropyridine), [OH-].[K+] (potassium hydroxide). The reagents and catalysts are C1COCCOCCOCCOCCOCCO1 (18-crown-6). The solvent is C1(=CC=CC=C1)C (toluene). Product: BrC1=CC=C(C=C1)C(C)OC1=NC=CC=C1 (2-(1-(4-bromophenyl)ethoxy)pyridine). Yield: 93.5%. Reaction SMILES: [Br:1][C:2]1[CH:7]=[CH:6][C:5]([CH:8]([OH:10])[CH3:9])=[CH:4][CH:3]=1.Cl[C:12]1[CH:17]=[CH:16][CH:15]=[CH:14][N:13]=1.[OH-].[K+]>C1(C)C=CC=CC=1.C1OCCOCCOCCOCCOCCOC1>[Br:1][C:2]1[CH:7]=[CH:6][C:5]([CH:8]([O:10][C:12]2[CH:17]=[CH:16][CH:15]=[CH:14][N:13]=2)[CH3:9])=[CH:4][CH:3]=1 |f:2.3|. Procedure: A solution of 1-(4-bromophenyl)ethanol (2.0 g, 10.0 mmol), 2-chloropyridine (1237 mg, 11.0 mmol), potassium hydroxide (1839 mg, 32.8 mmol) and 18-crown-6 (132 mg, 0.5 mmol) in toluene (40 mL) was stirred at reflux for 3 hrs. The mixture was concentrated to give a residue. The residue was purified by column chromatography (silica gel, petroleum ethe/ethyl acetate=20:1) to give 2-(1-(4-bromophenyl)ethoxy)pyridine as a white solid (2.6 g, 94%). LRMS (M+H+) m/z: calcd 277.01. found 277.